Task: describe an organic reaction: reactants, conditions, products, and yield. Dataset: the Open Reaction Database (ORD), a public repository of structured organic reaction records Reactants: C(C)OC=1C=C(N=NC1)OC1=CC(=NN1C)C(F)(F)F (5-ethoxy-3-[[1-methyl-3-(trifluoromethyl)-1H-pyrazol-5-yl]oxy]pyridazine), CN1N=C(C=C1OC1=CC(=CN=N1)O)C(F)(F)F (6-[[1-Methyl-3-(trifluoromethyl)-1H-pyrazol-5-yl]oxy]-4-pyridazinol), [H-].[Na+] (NaH). Run in CN(C)C=O (DMF). Reaction conditions: temperature 0 celsius. Yields the product FC(OC=1C=C(N=NC1)OC1=CC(=NN1C)C(F)(F)F)F (5-(difluoromethoxy)-3-[[1-methyl-3-(trifluoromethyl)-1H-pyrazol-5-yl]oxy]pyridazine). The yield is 12.0%. RXN SMILES: [CH3:1][N:2]1[C:6]([O:7][C:8]2[N:13]=[N:12][CH:11]=[C:10]([OH:14])[CH:9]=2)=[CH:5][C:4]([C:15]([F:18])([F:17])[F:16])=[N:3]1.[H-].[Na+].C(OC1C=C(OC2N(C)N=C([C:37](F)([F:39])[F:38])C=2)N=NC=1)C>CN(C=O)C>[F:38][CH:37]([F:39])[O:14][C:10]1[CH:9]=[C:8]([O:7][C:6]2[N:2]([CH3:1])[N:3]=[C:4]([C:15]([F:18])([F:16])[F:17])[CH:5]=2)[N:13]=[N:12][CH:11]=1 |f:1.2|. Reported procedure: 6-[[1-Methyl-3-(trifluoromethyl)-1H-pyrazol-5-yl]oxy]-4-pyridazinol (Compound No. 12, 1.0 g, 0.0038 mole) and NaH (1.15 g of 80% NaH in oil, 0.0384 mole) were heated to 80° C. in DMF (20 mL) while CF2ClH was continuously bubbled through the solution for 6.5 h. The mixture was cooled to 0° C. and quenched by dropwise addition of water under an N2 sweep. After H2 ceased to evolve the mixture was poured into water/ethyl acetate and made acidic with excess ammonium chloride and then extracted 3×100 ... The reactants are CC=1C=C(C=2N=C(C3=C(N(C2N1)CC)N=CC=C3)OS(=O)(=O)C(F)(F)F)C (2,4-dimethyl-11-ethyl-6-trifluoromethanesulfonyloxy-11H-dipyrido[3,2-b:2',3'-e][1,4]diazepine), CNC (dimethylamine). Run in C(C)(=O)OCC (ethyl acetate). Conditions: time 3 day. The product is CC=1C=C(C=2N=C(C3=C(N(C2N1)CC)N=CC=C3)N(C)C)C (2,4-Dimethyl-6-dimethylamino-11-ethyl-11H-dipyrido[3,2-b:2',3'-e][1,4]diazepine). As a reaction SMILES: [CH3:1][C:2]1[CH:3]=[C:4]([CH3:27])[C:5]2[N:6]=[C:7](OS(C(F)(F)F)(=O)=O)[C:8]3[CH:18]=[CH:17][CH:16]=[N:15][C:9]=3[N:10]([CH2:13][CH3:14])[C:11]=2[N:12]=1.[CH3:28][NH:29][CH3:30]>C(OCC)(=O)C>[CH3:1][C:2]1[CH:3]=[C:4]([CH3:27])[C:5]2[N:6]=[C:7]([N:29]([CH3:30])[CH3:28])[C:8]3[CH:18]=[CH:17][CH:16]=[N:15][C:9]=3[N:10]([CH2:13][CH3:14])[C:11]=2[N:12]=1. Procedure: A mixture of 2,4-dimethyl-11-ethyl-6-trifluoromethanesulfonyloxy-11H-dipyrido[3,2-b:2',3'-e][1,4]diazepine (0.3 g, 0.75 mmole) and dimethylamine (excess, used as solvent) were placed in a sealed pressure tube and left at room temperature for 3 days. The reaction mixture was diluted with ethyl acetate, washed with water, dried, filtered and concentrated. The 260 mg of product thus obtained was recrystallized from ethyl acetate/hexane to give the title compound, m.p. 150°-152° C.